Task: describe an organic reaction: reactants, conditions, products, and yield. Dataset: the Open Reaction Database (ORD), a public repository of structured organic reaction records The reactants are C(C1=CC=CC=C1)OC(=O)N1C(=NC(C1)=O)NC(=O)C=1SC=CC1C (2-[(3-methyl-thiophene-2-carbonyl)-amino]-4-oxo-4,5-dihydro-imidazole-1-carboxylic acid benzyl ester), N1=CC=CC2=NC(=CC=C12)C=O (1,5-naphthyridine-6-carboxaldehyde), N1CCCCC1 (piperidine). Solvent: CC(C)O (iPrOH). Product: N1=C(C=CC2=NC=CC=C12)C=C1C(N=C(N1)NC(=O)C=1SC=CC1C)=O (3-methyl-thiophene-2-carboxylic acid (5-[1,5]naphthyridin-2-ylmethylene-4-oxo-4,5-dihydro-1H-imidazol-2-yl)-amide). The yield is 30.5%. RXN SMILES: C(OC([N:11]1[CH2:15][C:14](=[O:16])[N:13]=[C:12]1[NH:17][C:18]([C:20]1[S:21][CH:22]=[CH:23][C:24]=1[CH3:25])=[O:19])=O)C1C=CC=CC=1.[N:26]1[C:35]2[C:30](=[N:31][C:32]([CH:36]=O)=[CH:33][CH:34]=2)[CH:29]=[CH:28][CH:27]=1.N1CCCCC1>CC(O)C>[N:31]1[C:30]2[C:35](=[N:26][CH:27]=[CH:28][CH:29]=2)[CH:34]=[CH:33][C:32]=1[CH:36]=[C:15]1[NH:11][C:12]([NH:17][C:18]([C:20]2[S:21][CH:22]=[CH:23][C:24]=2[CH3:25])=[O:19])=[N:13][C:14]1=[O:16]. Procedure: To a mixture of 2-[(3-methyl-thiophene-2-carbonyl)-amino]-4-oxo-4,5-dihydro-imidazole-1-carboxylic acid benzyl ester (42.0 mg, 0.12 mmol), 1,5-naphthyridine-6-carboxaldehyde (18.6 mg, 0.12 mmol) and iPrOH (5.0 mL) in a 25-mL round bottom flask was added piperidine (0.05 mL) and the suspension was then heated under refluxing for 4 hrs to give a suspension. The reaction mixture was cooled to r.t. and the solid was collected by filtration, washed with MeOH, and ether to give 3-methyl-thiophene-2-ca...